Dataset: the Open Reaction Database (ORD), a public repository of structured organic reaction records. Task: describe an organic reaction: reactants, conditions, products, and yield The solvent is C(Cl)(Cl)(Cl)Cl (carbon tetrachloride), C(Cl)(Cl)(Cl)Cl (carbon tetrachloride). Reagents/catalysts: [Fe] (iron). Reaction SMILES: [CH:1]([C:4]1[CH:9]=[CH:8][C:7]([CH:10]([CH3:12])[CH3:11])=[CH:6][CH:5]=1)([CH3:3])[CH3:2].[Br:13]Br>[Fe].C(Cl)(Cl)(Cl)Cl>[Br:13][C:9]1[CH:8]=[C:7]([CH:10]([CH3:12])[CH3:11])[CH:6]=[CH:5][C:4]=1[CH:1]([CH3:3])[CH3:2]. Starting materials: C(C)(C)C1=CC=C(C=C1)C(C)C (p-diisopropylbenzene), BrBr (bromine). The product is BrC1=C(C=CC(=C1)C(C)C)C(C)C (2-Bromo-1,4-diisopropylbenzene). Procedure details: To a one-liter flask containing 243 parts of p-diisopropylbenzene, 300 parts of carbon tetrachloride and 2.5 parts of iron powder is added dropwise 240 parts of bromine and sufficient carbon tetrachloride to make 180 parts of solution during seven hours at a temperature of -5°C. The solution is decanted from the residual ferric bromide and washed twice with 3N HCl. The carbon tetrachloride is removed under reduced pressure. A solution of 40 parts potassium hydroxide in two hundred parts of ethyl... Solvent: O (water), O (Water). Procedure details: A mixture of 5-(4-chlorophenyl)-1-azaspiro[5.5]undec-4-ene sulphate (0.5 g, prepared as described in Example 5) and water (5 ml) was stirred at ambient temperature to give, initially, a mobile suspension which rapidly thickened. Water (5 ml) was added to aid mobility and the solid was collected by filtration, washed with water (5 ml) and dried in vacuo at ambient temperature to give 5-(4-chlorophenyl)-1-azaspiro[5.5]undec-4-ene 0.5 sulphate, 2.1 hydrate as a white solid. Yield 0.3 g, mp 205°-215... As a reaction SMILES: S(O)(O)(=O)=O.[Cl:6][C:7]1[CH:12]=[CH:11][C:10]([C:13]2[C:18]3([CH2:23][CH2:22][CH2:21][CH2:20][CH2:19]3)[NH:17][CH2:16][CH2:15][CH:14]=2)=[CH:9][CH:8]=1>O>[Cl:6][C:7]1[CH:12]=[CH:11][C:10]([C:13]2[C:18]3([CH2:19][CH2:20][CH2:21][CH2:22][CH2:23]3)[NH:17][CH2:16][CH2:15][CH:14]=2)=[CH:9][CH:8]=1 |f:0.1|. Yields the product ClC1=CC=C(C=C1)C1=CCCNC12CCCCC2 (5-(4-chlorophenyl)-1-azaspiro[5.5]undec-4-ene), hydrate. The reactants are S(=O)(=O)(O)O.ClC1=CC=C(C=C1)C1=CCCNC12CCCCC2 (5-(4-chlorophenyl)-1-azaspiro[5.5]undec-4-ene sulphate). Reactants: COC(NC1=NC2=C(N1)C=C(C=C2)O)=O ((6-hydroxy-1H-benzoimidazol-2-yl)-carbamic acid methyl ester), COCCN (2-methoxy-ethylamine), O (water). The solvent is CN1C(CCC1)=O (N-methylpyrrolidinone). Yields the product OC=1C=CC2=C(NC(=N2)NC(=O)NCCOC)C1 (1-(6-hydroxy-1H-benzoimidazol-2-yl)-3-(2-methoxy-ethyl)-urea). RXN SMILES: CO[C:3](=[O:15])[NH:4][C:5]1[NH:9][C:8]2[CH:10]=[C:11]([OH:14])[CH:12]=[CH:13][C:7]=2[N:6]=1.[CH3:16][O:17][CH2:18][CH2:19][NH2:20].O>CN1CCCC1=O>[OH:14][C:11]1[CH:12]=[CH:13][C:7]2[N:6]=[C:5]([NH:4][C:3]([NH:20][CH2:19][CH2:18][O:17][CH3:16])=[O:15])[NH:9][C:8]=2[CH:10]=1. Reported procedure: A solution of (6-hydroxy-1H-benzoimidazol-2-yl)-carbamic acid methyl ester (300 mg, example 61) and 2-methoxy-ethylamine (630 IA) in N-methylpyrrolidinone (8 ml) was heated at 90° C. in a sealed tube for 20 hours. The reaction mixture was poured into water (160 ml) and extracted three times with ethyl acetate (40 ml). The combined extracts were dried over magnesium sulfate and then evaporated. The residue was subjected to flash chromatography on silica eluting with a mixture of dichloromethane a...